This data is from the Open Reaction Database (ORD), a public repository of structured organic reaction records. The task is: describe an organic reaction: reactants, conditions, products, and yield Starting materials: C(C)(C)N(C(C)C)CC (N,N-diisopropylethylamine), C(C)(C)(C)OC(=O)N1CCC(=CC1)C1=CC2=C(N=CN=C2Cl)N1 (4-(4-chloro-7H-pyrrolo[2,3-d]pyrimidin-6-yl)-3,6-dihydro-2H-pyridine-1-carboxylic acid tert-butyl ester), ClC=1C=C(C=C(C1)N1CCN(CC1)C)N (3-chloro-5-(4-methylpiperazin-1-yl)-phenylamine), FC(C(=O)O)(F)F (trifluoroacetic acid), C(C)(C)(C)N=C=O (tert-butyl isocyanate). The solvent is CN(C)C=O (DMF). Run at temperature 80 celsius, time 16 hour. Product: C(C)(C)(C)NC(=O)N1CCC(=CC1)C1=CC2=C(N=CN=C2NC2=CC(=CC(=C2)N2CCN(CC2)C)Cl)N1 (4-{4-[3-Chloro-5-(4-methylpiperazin-1-yl)-phenyl-amino]-7H-pyrrolo[2,3-d]pyrimidin-6-yl}-3,6-dihydro-2H-pyridine-1-carboxylic acid tert-butylamide). As a reaction SMILES: C(O[C:6]([N:8]1[CH2:13][CH:12]=[C:11]([C:14]2[NH:23][C:17]3[N:18]=[CH:19][N:20]=[C:21](Cl)[C:16]=3[CH:15]=2)[CH2:10][CH2:9]1)=[O:7])(C)(C)C.[Cl:24][C:25]1[CH:26]=[C:27]([NH2:38])[CH:28]=[C:29]([N:31]2[CH2:36][CH2:35][N:34]([CH3:37])[CH2:33][CH2:32]2)[CH:30]=1.FC(F)(F)C(O)=O.C(N(CC)C(C)C)(C)C.[C:55]([N:59]=C=O)([CH3:58])([CH3:57])[CH3:56]>CN(C=O)C>[C:55]([NH:59][C:6]([N:8]1[CH2:13][CH:12]=[C:11]([C:14]2[NH:23][C:17]3[N:18]=[CH:19][N:20]=[C:21]([NH:38][C:27]4[CH:28]=[C:29]([N:31]5[CH2:36][CH2:35][N:34]([CH3:37])[CH2:33][CH2:32]5)[CH:30]=[C:25]([Cl:24])[CH:26]=4)[C:16]=3[CH:15]=2)[CH2:10][CH2:9]1)=[O:7])([CH3:58])([CH3:57])[CH3:56]. Reported procedure: A mixture of 4-(4-chloro-7H-pyrrolo[2,3-d]pyrimidin-6-yl)-3,6-dihydro-2H-pyridine-1-carboxylic acid tert-butyl ester (88.0 mg, 0.263 mmol), 3-chloro-5-(4-methylpiperazin-1-yl)-phenylamine (71.2 mg, 0.316 mmol), trifluoroacetic acid (243 μL, 3.16 mmol), and DMF (2 mL) was stirred in a sealed tube at 80° C. for 16 h. After cooling, N,N-diisopropylethylamine (550 μL, 3.16 mmol) was added, and the mixture turned into a dark clear solution. Into above solution was added tert-butyl isocyanate (36.0 μL... Starting materials: FC1=NC=CC=C1C1=CCN(CC1)C(C)=O (1-(2-fluoro-5′,6′-dihydro-[3,4′-bipyridin]-1′(2′H)-yl)ethanone). The reagents and catalysts are [OH-].[OH-].[Pd+2] (palladium hydroxide on carbon). The solvent is C1CCOC1 (THF). Conditions: time 1 hour. The product is FC1=NC=CC=C1C1CCN(CC1)C(C)=O (1-(4-(2-Fluoropyridin-3-yl)Piperidin-1-yl)Ethanone). The yield is 196.2%. Reaction SMILES: [F:1][C:2]1[C:7]([C:8]2[CH2:13][CH2:12][N:11]([C:14](=[O:16])[CH3:15])[CH2:10][CH:9]=2)=[CH:6][CH:5]=[CH:4][N:3]=1>[OH-].[OH-].[Pd+2].C1COCC1>[F:1][C:2]1[C:7]([CH:8]2[CH2:9][CH2:10][N:11]([C:14](=[O:16])[CH3:15])[CH2:12][CH2:13]2)=[CH:6][CH:5]=[CH:4][N:3]=1 |f:1.2.3|. Procedure details: A 2 L Parr shaker bottle was charged with 1-(2-fluoro-5′,6′-dihydro-[3,4′-bipyridin]-1′(2′H)-yl)ethanone (see PREPARATION P14.1; 44.7 g, 0.203 mol), THF (600 mL), and palladium hydroxide on carbon, 20% wet type (22 g, 50 wt %). The bottle was purged three times with H2 and was shaken at room temperature under 50 psi of H2. At 1 hour, crude 1HNMR indicated full conversion (aliquot syringe filtered and concentrated). This reaction was filtered (along with another 44.7 g batch) through a CELITE® pa... Starting materials: CCOC(=O)C(=O)OCC, CCCCCCCCCCCC#N, CC(C)(C)[O-], CN(C)C=O, [K+]. Yields the product CCCCCCCCCCC(C#N)C(=O)C(=O)OCC. As a reaction SMILES: [C:14]([C:15](=[O:16])[O:17][CH2:18][CH3:19])(=[O:20])[O:21][CH2:22][CH3:23].[CH2:1]([CH2:2][CH2:3][CH2:4][CH2:5][CH2:6][CH2:7][CH2:8][CH2:9][CH2:10][CH3:11])[C:12]#[N:13].[CH3:24][C:25]([CH3:26])([O-:27])[CH3:28].[CH3:30][N:31]([CH3:32])[CH:33]=[O:34].[K+:29]>>[CH:1]([CH2:2][CH2:3][CH2:4][CH2:5][CH2:6][CH2:7][CH2:8][CH2:9][CH2:10][CH3:11])([C:12]#[N:13])[C:14]([C:15](=[O:16])[O:17][CH2:18][CH3:19])=[O:20]. Reactants: C(C)OC(=O)CNC(=O)C=1C=C(C=CC1)N\C(\C1=CC=CC=C1)=C\1/C(NC2=CC=CC=C12)=O ((Z)-3-[1-(3-ethoxycarbonylmethylaminocarbonyl-phenylamino)-1-phenyl-methylidene]-2-indolinone), [OH-].[Na+] (sodium hydroxide). The solvent is C(C)O (ethanol). Yields the product C(=O)(O)CNC(=O)C=1C=C(C=CC1)N\C(\C1=CC=CC=C1)=C\1/C(NC2=CC=CC=C12)=O ((Z)-3-[1-(3-carboxymetylaminocarbonyl-phenylamino)-1-phenyl-methylidene]-2-indolinone). As a reaction SMILES: C([O:3][C:4]([CH2:6][NH:7][C:8]([C:10]1[CH:11]=[C:12]([NH:16]/[C:17](=[C:24]2\[C:25](=[O:33])[NH:26][C:27]3[C:32]\2=[CH:31][CH:30]=[CH:29][CH:28]=3)/[C:18]2[CH:23]=[CH:22][CH:21]=[CH:20][CH:19]=2)[CH:13]=[CH:14][CH:15]=1)=[O:9])=[O:5])C.[OH-].[Na+]>C(O)C>[C:4]([CH2:6][NH:7][C:8]([C:10]1[CH:11]=[C:12]([NH:16]/[C:17](=[C:24]2\[C:25](=[O:33])[NH:26][C:27]3[C:32]\2=[CH:31][CH:30]=[CH:29][CH:28]=3)/[C:18]2[CH:23]=[CH:22][CH:21]=[CH:20][CH:19]=2)[CH:13]=[CH:14][CH:15]=1)=[O:9])([OH:5])=[O:3] |f:1.2|. Procedure details: Prepared analogously to Example 8 from (Z)-3-[1-(3-ethoxycarbonylmethylaminocarbonyl-phenylamino)-1-phenyl-methylidene]-2-indolinone and sodium hydroxide solution in ethanol.